From a dataset of the Open Reaction Database (ORD), a public repository of structured organic reaction records. describe an organic reaction: reactants, conditions, products, and yield Product: OCc1ccccc1-n1nccn1. Starting materials: O=C([O-])[O-], CNC1CCCCC1NC, [Cs+], [Cs+], [Cu]I, OCc1ccccc1I, CN(C)C=O, c1c[nH]nn1. Reaction SMILES: [C:25](=[O:26])([O-:27])[O-:28].[CH3:15][NH:16][CH:17]1[CH2:18][CH2:19][CH2:20][CH2:21][CH:22]1[NH:23][CH3:24].[Cs+:29].[Cs+:30].[Cu:36][I:37].[I:1][c:2]1[c:3]([CH2:8][OH:9])[cH:4][cH:5][cH:6][cH:7]1.[O:31]=[CH:32][N:33]([CH3:34])[CH3:35].[nH:10]1[n:11][n:12][cH:13][cH:14]1>>[c:2]1(-[n:11]2[n:10][cH:14][cH:13][n:12]2)[c:3]([CH2:8][OH:9])[cH:4][cH:5][cH:6][cH:7]1. Product: NC=1N=C2N(C=C(C=C2)C(C2=CC=CC=C2)=O)C1C1=C(C=C(C=C1)C(F)(F)F)F (2-Amino-3-(2-fluoro-4-trifluoromethylphenyl)-6-benzoyl-imidazo[1,2-a]pyridine). Reported procedure: The 2-trifluoroacetamido-3-(2-fluoro-4-trifluoromethylphenyl)-6-benzoyl-imidazo[1,2-a]pyridine (8.03 g, 16.2 mmol) was converted to product in a manner substantially analogous to Example 67 to yield 6.00 g. (92.8%). EA, MS(FD). The reactants are FC(C(=O)NC=1N=C2N(C=C(C=C2)C(C2=CC=CC=C2)=O)C1C1=C(C=C(C=C1)C(F)(F)F)F)(F)F (2-trifluoroacetamido-3-(2-fluoro-4-trifluoromethylphenyl)-6-benzoyl-imidazo[1,2-a]pyridine). Solvent: CC(OCC)=O (EA). RXN SMILES: FC(F)(F)C([NH:5][C:6]1[N:7]=[C:8]2[CH:13]=[CH:12][C:11]([C:14](=[O:21])[C:15]3[CH:20]=[CH:19][CH:18]=[CH:17][CH:16]=3)=[CH:10][N:9]2[C:22]=1[C:23]1[CH:28]=[CH:27][C:26]([C:29]([F:32])([F:31])[F:30])=[CH:25][C:24]=1[F:33])=O>CC(=O)OCC>[NH2:5][C:6]1[N:7]=[C:8]2[CH:13]=[CH:12][C:11]([C:14](=[O:21])[C:15]3[CH:20]=[CH:19][CH:18]=[CH:17][CH:16]=3)=[CH:10][N:9]2[C:22]=1[C:23]1[CH:28]=[CH:27][C:26]([C:29]([F:31])([F:30])[F:32])=[CH:25][C:24]=1[F:33]. The reactants are CCOC(=O)N1C(=O)c2ccccc2C1=O, O=C([O-])[O-], CCOC(C)=O, Cl, NC1CCC(O)CC1, [Na+], [Na+], O. The product is O=C1c2ccccc2C(=O)N1C1CCC(O)CC1. Reaction SMILES: [C:10]([N:11]1[C:16](=[O:25])[c:17]2[c:18]([cH:21][cH:22][cH:23][cH:24]2)[C:19]1=[O:20])([O:12][CH2:13][CH3:14])=[O:15].[C:26](=[O:27])([O-:28])[O-:29].[CH3:33][CH2:34][O:35][C:36](=[O:37])[CH3:38].[ClH:1].[NH2:2][CH:3]1[CH2:4][CH2:5][CH:6]([OH:9])[CH2:7][CH2:8]1.[Na+:30].[Na+:31].[OH2:32]>>[N:2]1([CH:3]2[CH2:4][CH2:5][CH:6]([OH:9])[CH2:7][CH2:8]2)[C:16](=[O:25])[c:17]2[c:18]([cH:21][cH:22][cH:23][cH:24]2)[C:19]1=[O:20]. Procedure: The title compound was prepared from the compound of Example 12 in a similar manner to the compound of Example 2 as a white lyophilised powder (82%). δH NMR (d6 DMSO), 8.71 (0.8H, J 9.2 Hz), 8.61 (0.2H, d, J 9.5 Hz), 8.05 (0.8H, d, J 8.2 Hz), 7.56 (3H, br m), 7.14 (2H, m), 6.71 (0.2H, d, J 6.9 Hz), 5.51 (0.2H, d, J 8.4 Hz), 4.60 (0.8H, m), 4.49 (0.2H, m), 4.20 (0.4H, m), 3.71 (1.6H, t, J 8.5 Hz), 3.21 (0.8H, m), 3.11 (2H, m), 2.99 (0.8H, dd, J 13.8 and 9.5 Hz), 2.82 (0.2H, dd, J 13.7 and 10.3 Hz... As a reaction SMILES: C[O:2][C:3](=[O:37])[CH:4]([NH:25][C:26]1[C:29]2([CH2:34][CH2:33][CH2:32][CH2:31][CH2:30]2)[C:28](=[O:35])[C:27]=1[Cl:36])[CH2:5][C:6]1[CH:7]=[C:8]2[C:12](=[CH:13][CH:14]=1)[N:11]([C:15](=[O:24])[C:16]1[C:21]([Cl:22])=[CH:20][CH:19]=[CH:18][C:17]=1[Cl:23])[CH2:10][CH2:9]2.ClC1C=NC=C(Cl)C=1C(N1C2C(=CC(CC(NC3C4(CCCCC4)C(=O)C=3)C(O)=O)=CC=2)CC1)=O>>[Cl:36][C:27]1[C:28](=[O:35])[C:29]2([CH2:34][CH2:33][CH2:32][CH2:31][CH2:30]2)[C:26]=1[NH:25][CH:4]([CH2:5][C:6]1[CH:7]=[C:8]2[C:12](=[CH:13][CH:14]=1)[N:11]([C:15](=[O:24])[C:16]1[C:21]([Cl:22])=[CH:20][CH:19]=[CH:18][C:17]=1[Cl:23])[CH2:10][CH2:9]2)[C:3]([OH:37])=[O:2]. Starting materials: COC(C(CC=1C=C2CCN(C2=CC1)C(C1=C(C=CC=C1Cl)Cl)=O)NC1=C(C(C12CCCCC2)=O)Cl)=O (2-(2-Chloro-3-oxo-spiro[3.5]non-1-en-1-ylamino)-3-[1-(2,6-dichloro-benzoyl)-2,3-dihydro-1H-indol-5-yl]-propionic acid methyl ester), ClC1=C(C(=O)N2CCC3=CC(=CC=C23)CC(C(=O)O)NC2=CC(C23CCCCC3)=O)C(=CN=C1)Cl (3-[1-(3,5-dichloroisonicotinoyl)-2,3-dihydro-1H-indol-5-yl]-2-[(3-oxo-spiro [3.5]non-1-en-1-yl)amino]-propanoic acid), powder. Yields the product ClC1=C(C2(C1=O)CCCCC2)NC(C(=O)O)CC=2C=C1CCN(C1=CC2)C(C2=C(C=CC=C2Cl)Cl)=O (2-(2-Chloro-3-oxo-spiro[3.5]non-1-en-1-ylamino)-3-[1-(2,6-dichloro-benzoyl)-2,3-dihydro-1H-indol-5-yl]-propionic acid). The reactants are Fc1cc(Br)cc2c1COC(CBr)O2, CCCN, CCO. Yields the product CCCNCC1OCc2c(F)cc(Br)cc2O1. RXN SMILES: [Br:1][c:2]1[cH:3][c:4]([F:14])[c:5]2[c:6]([cH:13]1)[O:7][CH:8]([CH2:11][Br:12])[O:9][CH2:10]2.[CH3:15][CH2:16][CH2:17][NH2:18].[CH3:19][CH2:20][OH:21]>>[Br:1][c:2]1[cH:3][c:4]([F:14])[c:5]2[c:6]([cH:13]1)[O:7][CH:8]([CH2:11][NH:18][CH2:17][CH2:16][CH3:15])[O:9][CH2:10]2.